This data is from the Open Reaction Database (ORD), a public repository of structured organic reaction records. The task is: describe an organic reaction: reactants, conditions, products, and yield The reactants are [I-].[I-].[I-].C(=O)(OC(C)(C)C)N1CCN(CCC1)C=1C=C(C2=NC3=C(C=CC=C3[S+]=C2C1)C)CC.C(=O)(OC(C)(C)C)N1CCN(CCC1)C=1C=C(C2=NC3=C(C=CC=C3[S+]=C2C1)C)CC.C(=O)(OC(C)(C)C)N1CCN(CCC1)C=1C=C(C2=NC3=C(C=CC=C3[S+]=C2C1)C)CC (3-(4-Boc-1,4-diazepan-1-yl)-1-ethyl-9-methyl-phenothiazin-5-ium triiodide), N1CCCC1 (pyrrolidine). The solvent is CO (methanol). The product is [I-].C(=O)(OC(C)(C)C)N1CCN(CCC1)C=1C=C(C2=NC3=C(C=C(C=C3[S+]=C2C1)N1CCCC1)C)CC (3-(4-Boc-1,4-diazepan-1-yl)-1-ethyl-9-methyl-7-(pyrrolidin-1-yl)-phenothiazin-5-ium iodide). Reaction SMILES: [I-:1].[I-].[I-].[C:4]([N:11]1[CH2:17][CH2:16][CH2:15][N:14]([C:18]2[CH:19]=[C:20]([CH2:33][CH3:34])[C:21]3[C:30]([CH:31]=2)=[S+:29][C:28]2[C:23](=[C:24]([CH3:32])[CH:25]=[CH:26][CH:27]=2)[N:22]=3)[CH2:13][CH2:12]1)([O:6][C:7]([CH3:10])([CH3:9])[CH3:8])=[O:5].C(N1CCCN(C2C=C(CC)C3C(C=2)=[S+][C:59]2[C:54](=C(C)C=[CH:57][CH:58]=2)[N:53]=3)CC1)(OC(C)(C)C)=O.C(N1CCCN(C2C=C(CC)C3C(C=2)=[S+]C2C(=C(C)C=CC=2)N=3)CC1)(OC(C)(C)C)=O.N1CCCC1>CO>[I-:1].[C:4]([N:11]1[CH2:17][CH2:16][CH2:15][N:14]([C:18]2[CH:19]=[C:20]([CH2:33][CH3:34])[C:21]3[C:30]([CH:31]=2)=[S+:29][C:28]2[C:23](=[C:24]([CH3:32])[CH:25]=[C:26]([N:53]4[CH2:54][CH2:59][CH2:58][CH2:57]4)[CH:27]=2)[N:22]=3)[CH2:13][CH2:12]1)([O:6][C:7]([CH3:10])([CH3:9])[CH3:8])=[O:5] |f:0.1.2.3.4.5,8.9|. Reported procedure: a solution of 3-(4-Boc-1,4-diazepan-1-yl)-1-ethyl-9-methyl-phenothiazin-5-ium triiodide (100 mg, 0.12 mmol) in methanol (10 mL) and pyrrolidine (71 mg, 1.0 mmol) was stirred for 4 h at room temperature. The resulting mixture was concentrated to dryness and purified by flash chromatography using the methanol-chloroform gradient to provide the title compound. The reactants are Cl.COC=1C=C2CC(C2=CC1OC)CN(CCC(=O)N1CCC2=C(CC1)C=C(C(=C2)OC)OC)C (N-[(3,4-Dimethoxybicyclo[4.2.0]octa-1,3,5-trien-7-yl)methyl]-3-(7,8-dimethoxy-1,2,4,5-tetrahydro-3H-3-benzazepin-3-yl)-N-methyl-3-oxopropan-1amine hydrochloride), C1CCOC1 (THF), O1CCOCC1 (dioxane). The product is Cl.COC1=CC2=C(CCN(CC2)C(CCNCC2C3=C(C=CC=C3C2)OC)=O)C=C1OC (3-(7,8-Dimethoxy-1,2,4,5-tetrahydro-3H-3-benzazepin-3-yl)-N-[(5-methoxybicyclo[4.2.0]octa-1,3,5-trien-7-yl)methyl]-3-oxopropan-1-amine hydrochloride). RXN SMILES: [ClH:1].CO[C:4]1[CH:5]=[C:6]2[C:9](=[CH:10][C:11]=1OC)[CH:8]([CH2:14][N:15](C)[CH2:16][CH2:17][C:18]([N:20]1[CH2:26][CH2:25][C:24]3[CH:27]=C(OC)C(OC)=[CH:30][C:23]=3[CH2:22][CH2:21]1)=[O:19])[CH2:7]2.C1C[O:39][CH2:38]C1.[O:41]1[CH2:46][CH2:45][O:44][CH2:43][CH2:42]1>>[ClH:1].[CH3:43][O:44][C:45]1[C:46]([O:41][CH3:42])=[CH:30][C:23]2[CH2:22][CH2:21][N:20]([C:18](=[O:19])[CH2:17][CH2:16][NH:15][CH2:14][CH:8]3[CH2:7][C:6]4[C:9]3=[C:10]([O:39][CH3:38])[CH:11]=[CH:4][CH:5]=4)[CH2:26][CH2:25][C:24]=2[CH:27]=1 |f:0.1,4.5|. Procedure details: Obtained in the same manner as the product of Example 1, but with replacement of the [(3,4-dimethoxybicyclo[4.2.0]octa-1,3,5-trien-7-yl)methyl]methylamine in Step 4 by the product of Preparation 9 and of the THF by dioxane. Reactants: C(C1=CC=CC=C1)NC(=O)N1CC(CCC1)C=1NC(=C(C(C1)=O)C#N)C1=CC=C(C=C1)OC1=CC=CC=C1 (N-benzyl-3-(5-cyano-4-oxo-6-(4-phenoxyphenyl)-1,4-dihydropyridin-2-yl)piperidine-1-carboxamide), P(=O)(Cl)(Cl)Cl (phosphorus oxychloride). Run in CN(C=O)C (N,N-dimethylformamide). Isolated yield 82.9%. As a reaction SMILES: [CH2:1]([NH:8][C:9]([N:11]1[CH2:16][CH2:15][CH2:14][CH:13]([C:17]2[NH:18][C:19]([C:26]3[CH:31]=[CH:30][C:29]([O:32][C:33]4[CH:38]=[CH:37][CH:36]=[CH:35][CH:34]=4)=[CH:28][CH:27]=3)=[C:20]([C:24]#[N:25])[C:21](=O)[CH:22]=2)[CH2:12]1)=[O:10])[C:2]1[CH:7]=[CH:6][CH:5]=[CH:4][CH:3]=1.P(Cl)(Cl)([Cl:41])=O>CN(C)C=O>[CH2:1]([NH:8][C:9]([N:11]1[CH2:16][CH2:15][CH2:14][CH:13]([C:17]2[CH:22]=[C:21]([Cl:41])[C:20]([C:24]#[N:25])=[C:19]([C:26]3[CH:31]=[CH:30][C:29]([O:32][C:33]4[CH:38]=[CH:37][CH:36]=[CH:35][CH:34]=4)=[CH:28][CH:27]=3)[N:18]=2)[CH2:12]1)=[O:10])[C:2]1[CH:7]=[CH:6][CH:5]=[CH:4][CH:3]=1. Procedure details: A solution of N-benzyl-3-(5-cyano-4-oxo-6-(4-phenoxyphenyl)-1,4-dihydropyridin-2-yl)piperidine-1-carboxamide (167.9 mg, 0.333 mmol) and phosphorus oxychloride (0.093 mL, 0.998 mmol) in N,N-dimethylformamide (1 mL) was heated to 90° C. in a sealed tube for 50 min. The mixture was concentrated. The residue was dissolved in dichloromethane, washed with saturated sodium bicarbonate and concentrated. Silica gel chromatography, eluting with 0-50% ethyl acetate in hexanes, gave N-benzyl-3-(4-chloro-5-c... Yields the product C(C1=CC=CC=C1)NC(=O)N1CC(CCC1)C1=NC(=C(C(=C1)Cl)C#N)C1=CC=C(C=C1)OC1=CC=CC=C1 (N-benzyl-3-(4-chloro-5-cyano-6-(4-phenoxyphenyl)pyridin-2-yl)piperidine-1-carboxamide). Reactants: O=C([O-])[O-], CS(=O)(=O)c1ccc(F)c(C(F)(F)F)c1, CN1CCCC1=O, O=C(O)Cc1ccc(Cl)c(O)c1, [Cs+], [Cs+]. Product: CS(=O)(=O)c1ccc(Oc2cc(CC(=O)O)ccc2Cl)c(C(F)(F)F)c1. As a reaction SMILES: [C:28](=[O:29])([O-:30])[O-:31].[CH3:1][S:2](=[O:3])(=[O:4])[c:5]1[cH:6][c:7]([C:12]([F:13])([F:14])[F:15])[c:8]([F:11])[cH:9][cH:10]1.[CH3:34][N:35]1[CH2:36][CH2:37][CH2:38][C:39]1=[O:40].[Cl:16][c:17]1[c:18]([OH:27])[cH:19][c:20]([CH2:23][C:24](=[O:25])[OH:26])[cH:21][cH:22]1.[Cs+:32].[Cs+:33]>>[CH3:1][S:2](=[O:3])(=[O:4])[c:5]1[cH:6][c:7]([C:12]([F:13])([F:14])[F:15])[c:8]([O:27][c:18]2[c:17]([Cl:16])[cH:22][cH:21][c:20]([CH2:23][C:24](=[O:25])[OH:26])[cH:19]2)[cH:9][cH:10]1. Conditions: time 3 hour. Product: C(C)OC(=O)C(CCC1=CC=CC=C1)N[C@@H]1C(N(C(SC1)C1=CC=CC=C1)CC(=O)O)=O ((5R)-5-[[1-(ethoxycarbonyl)-3-phenylpropyl]amino]dihydro-4-oxo-2-phenyl-2H1,3-thiazine-3(4H)-acetic acid). Reaction SMILES: FC(F)(F)C(O)=O.C1(OC)C=CC=CC=1.[CH2:16]([O:18][C:19]([CH:21]([NH:30][C@H:31]1[CH2:36][S:35][CH:34]([C:37]2[CH:42]=[CH:41][CH:40]=[CH:39][CH:38]=2)[N:33]([CH2:43][C:44]([O:46]CC[Si](C)(C)C)=[O:45])[C:32]1=[O:53])[CH2:22][CH2:23][C:24]1[CH:29]=[CH:28][CH:27]=[CH:26][CH:25]=1)=[O:20])[CH3:17]>C(Cl)Cl>[CH2:16]([O:18][C:19]([CH:21]([NH:30][C@H:31]1[CH2:36][S:35][CH:34]([C:37]2[CH:42]=[CH:41][CH:40]=[CH:39][CH:38]=2)[N:33]([CH2:43][C:44]([OH:46])=[O:45])[C:32]1=[O:53])[CH2:22][CH2:23][C:24]1[CH:25]=[CH:26][CH:27]=[CH:28][CH:29]=1)=[O:20])[CH3:17]. Reactants: FC(C(=O)O)(F)F (trifluoroacetic acid), C1(=CC=CC=C1)OC (anisole), C(C)OC(=O)C(CCC1=CC=CC=C1)N[C@@H]1C(N(C(SC1)C1=CC=CC=C1)CC(=O)OCC[Si](C)(C)C)=O ((5R)-5[[1-(ethoxycarbonyl)-3-phenylpropyl]amino]dihydro-4-oxo-2-phenyl-2H-1,3-thiazine-3(4H)-acetic acid, 2-(trimethylsilyl)ethyl ester). Procedure details: A mixture of trifluoroacetic acid (8 ml.) and anisole (0.4 ml.) is cooled in an ice-water bath under nitrogen and treated with (5R)-5[[1-(ethoxycarbonyl)-3-phenylpropyl]amino]dihydro-4-oxo-2-phenyl-2H-1,3-thiazine-3(4H)-acetic acid, 2-(trimethylsilyl)ethyl ester (B-slow isomer) (400 mg., 0.72 mmole) dissolved in dry methylene chloride (4 ml.). The cooling bath is removed and the reaction is stirred at ambient temperature for 3 hours, then concentrated in vacuo and azeotroped with toluene. The cr... Run in C(Cl)Cl (methylene chloride). Reactants: ClC(Cl)Cl, O=S(=O)(O)Cl, c1ccc(Oc2ccc(-n3ccnc3)cc2)cc1. Product: [Cl-], O=S(=O)(O)c1ccc(Oc2ccc(-n3ccnc3)cc2)cc1. As a reaction SMILES: [CH:24]([Cl:25])([Cl:26])[Cl:27].[Cl:19][S:20](=[O:21])(=[O:22])[OH:23].[O:1]([c:2]1[cH:3][cH:4][cH:5][cH:6][cH:7]1)[c:8]1[cH:9][cH:10][c:11](-[n:14]2[cH:15][n:16][cH:17][cH:18]2)[cH:12][cH:13]1>>[Cl-:19].[O:1]([c:2]1[cH:3][cH:4][c:5]([S:20](=[O:21])(=[O:22])[OH:23])[cH:6][cH:7]1)[c:8]1[cH:9][cH:10][c:11](-[n:14]2[cH:15][n:16][cH:17][cH:18]2)[cH:12][cH:13]1.